From a dataset of the Open Reaction Database (ORD), a public repository of structured organic reaction records. describe an organic reaction: reactants, conditions, products, and yield Starting materials: CC(C)(C)OC(=O)c1cnc(Cl)cc1Nc1ccc(Br)cc1Cl, CCOC(C)=O, [N-]=[N+]=[N-], [Na+], CN(C)C=O. Yields the product CC(C)(C)OC(=O)c1cnc(N=[N+]=[N-])cc1Nc1ccc(Br)cc1Cl. Reaction SMILES: [C:5]([CH3:6])([CH3:7])([CH3:8])[O:9][C:10]([c:11]1[cH:12][n:13][c:14]([Cl:26])[cH:15][c:16]1[NH:17][c:18]1[c:19]([Cl:25])[cH:20][c:21]([Br:24])[cH:22][cH:23]1)=[O:27].[CH3:33][CH2:34][O:35][C:36]([CH3:37])=[O:38].[N-:2]=[N+:3]=[N-:4].[Na+:1].[O:28]=[CH:29][N:30]([CH3:31])[CH3:32]>>[N:2](=[N+:3]=[N-:4])[c:14]1[n:13][cH:12][c:11]([C:10]([O:9][C:5]([CH3:6])([CH3:7])[CH3:8])=[O:27])[c:16]([NH:17][c:18]2[c:19]([Cl:25])[cH:20][c:21]([Br:24])[cH:22][cH:23]2)[cH:15]1.